From a dataset of the Open Reaction Database (ORD), a public repository of structured organic reaction records. describe an organic reaction: reactants, conditions, products, and yield Starting materials: CC(C)(C)N, ClCCl, COC(=O)c1ccc(S(=O)(=O)Cl)o1. Product: COC(=O)c1ccc(S(=O)(=O)NC(C)(C)C)o1. Reaction SMILES: [CH3:14][C:15]([CH3:16])([CH3:17])[NH2:18].[Cl:19][CH2:20][Cl:21].[Cl:1][S:2](=[O:3])(=[O:4])[c:5]1[cH:6][cH:7][c:8]([C:10](=[O:11])[O:12][CH3:13])[o:9]1>>[S:2](=[O:3])(=[O:4])([c:5]1[cH:6][cH:7][c:8]([C:10](=[O:11])[O:12][CH3:13])[o:9]1)[NH:18][C:15]([CH3:14])([CH3:16])[CH3:17].